Dataset: the Open Reaction Database (ORD), a public repository of structured organic reaction records. Task: describe an organic reaction: reactants, conditions, products, and yield The reactants are CO, CCOC(=O)c1nn(-c2ccc(OOSN)cc2)c2c1CCc1ccc(N)cc1-2, [NH4+], [OH-]. Product: NSOOc1ccc(-n2nc(C(N)=O)c3c2-c2cc(N)ccc2CC3)cc1. As a reaction SMILES: [CH3:32][OH:33].[NH2:1][c:2]1[cH:3][c:4]2[c:5]([cH:28][cH:29]1)[CH2:6][CH2:7][c:8]1[c:9]([C:23]([O:25][CH2:24][CH3:26])=[O:27])[n:10][n:11](-[c:13]3[cH:14][cH:15][c:16]([O:19][O:20][S:21][NH2:22])[cH:17][cH:18]3)[c:12]1-2.[NH4+:30].[OH-:31]>>[NH2:1][c:2]1[cH:3][c:4]2[c:5]([cH:28][cH:29]1)[CH2:6][CH2:7][c:8]1[c:9]([C:23](=[O:25])[NH2:30])[n:10][n:11](-[c:13]3[cH:14][cH:15][c:16]([O:19][O:20][S:21][NH2:22])[cH:17][cH:18]3)[c:12]1-2. RXN SMILES: [Cl:1][C:2]1[CH:7]=[CH:6][C:5]([C:8]2[N:13]=[N:12][C:11]([NH:14][NH2:15])=[CH:10][CH:9]=2)=[CH:4][CH:3]=1.C(N(C(C)C)CC)(C)C.Cl[C:26]([O:28][CH2:29][CH3:30])=[O:27]>O1CCOCC1>[Cl:1][C:2]1[CH:3]=[CH:4][C:5]([C:8]2[N:13]=[N:12][C:11]([NH:14][NH:15][C:26]([O:28][CH2:29][CH3:30])=[O:27])=[CH:10][CH:9]=2)=[CH:6][CH:7]=1. Procedure details: A mixture of 1.0 g. of 6-(p-chlorophenyl)-3-hydrazinopyridazine and 0.65 g. of diisopropylethylamine in 25 ml. of dioxane are placed in a flask and warmed slightly. To this is added 0.5 g. (0.45 ml.) of ethyl chloroformate and the reaction is stirred for one hour. The dioxane is removed on a rotating evaporator and ethanol is added to the residue resulting in a precipitate. This precipitate is recrystallized from ethanol giving a yellow solid, m.p. 176°-180° C. Yields the product ClC1=CC=C(C=C1)C1=CC=C(N=N1)NNC(=O)OCC (Ethyl 3-[6-(p-chlorophenyl)-3-pyridazinyl]carbazate). Run in O1CCOCC1 (dioxane). The reactants are ClC1=CC=C(C=C1)C1=CC=C(N=N1)NN (6-(p-chlorophenyl)-3-hydrazinopyridazine), C(C)(C)N(CC)C(C)C (diisopropylethylamine), ClC(=O)OCC (ethyl chloroformate). The yield is 96.1%. Reagents/catalysts: [Hg]Br (mercury bromide). Run in C(C)#N (acetonitrile). Reaction SMILES: [C:1]([O:4][C@H:5]1[C@@H:10]([O:11][C:12](=[O:14])[CH3:13])[C@H:9]([O:15][C:16](=[O:18])[CH3:17])[CH2:8][O:7][C@@H:6]1Br)(=[O:3])[CH3:2].[CH2:20]([OH:27])[C:21]1[CH:26]=[CH:25][CH:24]=[CH:23][CH:22]=1.[Hg]C#N>C(#N)C.[Hg]Br>[C:1]([O:4][C@H:5]1[C@@H:10]([O:11][C:12](=[O:14])[CH3:13])[C@H:9]([O:15][C:16](=[O:18])[CH3:17])[CH2:8][O:7][C@@H:6]1[O:27][CH2:20][C:21]1[CH:26]=[CH:25][CH:24]=[CH:23][CH:22]=1)(=[O:3])[CH3:2]. Reactants: C(C)(=O)O[C@@H]1[C@H](OC[C@H]([C@@H]1OC(C)=O)OC(C)=O)Br (2,3,4-tri-O-acetyl-α-lyxopyranosyl bromide), C(C1=CC=CC=C1)O (benzyl alcohol), [Hg]C#N (mercury cyanide). Procedure: A solution of compound 2 (21 g, 61.9 mmol) in acetonitrile (200 ml) and benzyl alcohol (9.6 ml, 92.3 mmol) was vigorously stirred with molecular sieves (4 Å, 25 g), mercury bromide (25 g, 69.4 mmol), mercury cyanide (18.2 g, 12.0 mmol) under argon for 18 hours. The organic layer was filtered through celite and diluted with dichloromethane (250 ml) which was washed with water, aq. NaHCO3 and aq. NaCl and dried (Na2 SO4). The solvent was filtered and then evaporated under reduced pressure. The syr... Product: C(C)(=O)O[C@@H]1[C@@H](OCC2=CC=CC=C2)OC[C@H]([C@@H]1OC(C)=O)OC(C)=O (Benzyl 2,3,4-tri-O-acetyl-α-D -lyxopyranoside).